This data is from the Open Reaction Database (ORD), a public repository of structured organic reaction records. The task is: describe an organic reaction: reactants, conditions, products, and yield The product is C=CCOc1cccc(CC(NC(=O)OC(C)(C)C)C(=O)CCl)c1. The reactants are C1CCOC1, C=CCOc1cccc(CC(NC(=O)OC(C)(C)C)C(=O)OC)c1, CC(C)[N-]C(C)C, CC(=O)O, [Cl-], ClCI, [Li+], [Na+]. As a reaction SMILES: [CH2:42]1[O:43][CH2:44][CH2:45][CH2:46]1.[CH3:1][O:2][C:3]([CH:4]([CH2:5][c:6]1[cH:7][c:8]([O:12][CH2:13][CH:14]=[CH2:15])[cH:9][cH:10][cH:11]1)[NH:16][C:17](=[O:18])[O:19][C:20]([CH3:21])([CH3:22])[CH3:23])=[O:24].[CH3:29][CH:30]([N-:31][CH:32]([CH3:33])[CH3:34])[CH3:35].[CH3:36][C:37](=[O:38])[OH:39].[Cl-:41].[Cl:25][CH2:26][I:27].[Li+:28].[Na+:40]>>[C:3]([CH:4]([CH2:5][c:6]1[cH:7][c:8]([O:12][CH2:13][CH:14]=[CH2:15])[cH:9][cH:10][cH:11]1)[NH:16][C:17](=[O:18])[O:19][C:20]([CH3:21])([CH3:22])[CH3:23])(=[O:24])[CH2:26][Cl:25]. The reactants are C1(CCCCC1)CNCC1=CC=C(S1)B(O)O ((5-{[(cyclohexylmethyl)amino]methyl}-2-thienyl)boronic acid), BrC=1C=C2C(=CNC2=C(C1)C(=O)N)C1CCN(CC1)S(=O)(=O)CC (5-bromo-3-[1-(ethylsulfonyl)-4-piperidinyl]-1H-indole-7-carboxamide), C(=O)([O-])[O-].[K+].[K+] (K2CO3). Reagents/catalysts: C=1C=CC(=CC1)[P](C=2C=CC=CC2)(C=3C=CC=CC3)[Pd]([P](C=4C=CC=CC4)(C=5C=CC=CC5)C=6C=CC=CC6)([P](C=7C=CC=CC7)(C=8C=CC=CC8)C=9C=CC=CC9)[P](C=1C=CC=CC1)(C=1C=CC=CC1)C=1C=CC=CC1 (tetrakis(triphenylphosphine)palladium(0)). Yields the product C1(CCCCC1)CNCC1=CC=C(S1)C=1C=C2C(=CNC2=C(C1)C(=O)N)C1CCN(CC1)S(=O)(=O)CC (5-(5-{[(cyclohexylmethyl)amino]methyl}-2-thienyl)-3-[1-(ethylsulfonyl)-4-piperidinyl]-1H-indole-7-carboxamide). Yield: 6.0%. RXN SMILES: [CH:1]1([CH2:7][NH:8][CH2:9][C:10]2[S:14][C:13](B(O)O)=[CH:12][CH:11]=2)[CH2:6][CH2:5][CH2:4][CH2:3][CH2:2]1.Br[C:19]1[CH:20]=[C:21]2[C:25](=[C:26]([C:28]([NH2:30])=[O:29])[CH:27]=1)[NH:24][CH:23]=[C:22]2[CH:31]1[CH2:36][CH2:35][N:34]([S:37]([CH2:40][CH3:41])(=[O:39])=[O:38])[CH2:33][CH2:32]1.C([O-])([O-])=O.[K+].[K+]>C1C=CC([P]([Pd]([P](C2C=CC=CC=2)(C2C=CC=CC=2)C2C=CC=CC=2)([P](C2C=CC=CC=2)(C2C=CC=CC=2)C2C=CC=CC=2)[P](C2C=CC=CC=2)(C2C=CC=CC=2)C2C=CC=CC=2)(C2C=CC=CC=2)C2C=CC=CC=2)=CC=1>[CH:1]1([CH2:7][NH:8][CH2:9][C:10]2[S:14][C:13]([C:19]3[CH:20]=[C:21]4[C:25](=[C:26]([C:28]([NH2:30])=[O:29])[CH:27]=3)[NH:24][CH:23]=[C:22]4[CH:31]3[CH2:32][CH2:33][N:34]([S:37]([CH2:40][CH3:41])(=[O:38])=[O:39])[CH2:35][CH2:36]3)=[CH:12][CH:11]=2)[CH2:6][CH2:5][CH2:4][CH2:3][CH2:2]1 |f:2.3.4,^1:51,53,72,91|. Reported procedure: Following the general procedure of 5-(5-{[(2-ethylbutyl)amino]methyl}-2-thienyl)-3-[1-(ethylsulfonyl)-4-piperidinyl]-1H-indole-7-carboxamide, (5-formyl-2-thienyl)boronic acid (50 mg, 0.32 mmol), (cyclohexylmethyl)amine (37 mg, 0.32 mmol), and NaCNBH3 (40 mg, 0.64 mmol) were reacted to give 30 mg of crude (5-{[(cyclohexylmethyl)amino]methyl}-2-thienyl)boronic acid. The crude (5-{[(cyclohexylmethyl)amino]methyl}-2-thienyl)boronic acid was then reacted with 5-bromo-3-[1-(ethylsulfonyl)-4-piperidiny... Starting materials: O=C(Nc1nnn[nH]1)c1cc(C(F)(F)F)ccc1OCc1ccccc1, CCO. The product is O=C(Nc1nnn[nH]1)c1cc(C(F)(F)F)ccc1O. RXN SMILES: [CH2:1]([c:2]1[cH:3][cH:4][cH:5][cH:6][cH:7]1)[O:8][c:9]1[c:10]([C:11](=[O:12])[NH:13][c:14]2[n:15][n:16][n:17][nH:18]2)[cH:19][c:20]([C:23]([F:24])([F:25])[F:26])[cH:21][cH:22]1.[CH3:27][CH2:28][OH:29]>>[OH:8][c:9]1[c:10]([C:11](=[O:12])[NH:13][c:14]2[n:15][n:16][n:17][nH:18]2)[cH:19][c:20]([C:23]([F:24])([F:25])[F:26])[cH:21][cH:22]1. The reactants are C(C)OC(=O)C=1N=C(SC1)C1CCNCC1 (2-piperidin-4-yl-thiazole-4-carboxylic acid ethyl ester), CC(=O)C (acetone), C(C)(=O)O (acetic acid), C(C)(=O)O[BH-](OC(C)=O)OC(C)=O.[Na+] (sodium triacetoxyborohydride). The solvent is C1CCOC1 (THF). Reaction conditions: temperature 40 celsius, time 18 hour. Product: C(C)OC(=O)C=1N=C(SC1)C1CCN(CC1)C(C)C (2-(1-Isopropyl-piperidin-4-yl)-thiazole-4-carboxylic acid ethyl ester). The yield is 81.1%. Reaction SMILES: [CH2:1]([O:3][C:4]([C:6]1[N:7]=[C:8]([CH:11]2[CH2:16][CH2:15][NH:14][CH2:13][CH2:12]2)[S:9][CH:10]=1)=[O:5])[CH3:2].[CH3:17][C:18]([CH3:20])=O.C(O)(=O)C.C(O[BH-](OC(=O)C)OC(=O)C)(=O)C.[Na+]>C1COCC1>[CH2:1]([O:3][C:4]([C:6]1[N:7]=[C:8]([CH:11]2[CH2:16][CH2:15][N:14]([CH:18]([CH3:20])[CH3:17])[CH2:13][CH2:12]2)[S:9][CH:10]=1)=[O:5])[CH3:2] |f:3.4|. Procedure: A mixture of 2 g (8.3 mmol) 2-piperidin-4-yl-thiazole-4-carboxylic acid ethyl ester, 0.67 g acetone, 1.2 ml acetic acid and 2.47 g (11.6 mmol) sodium triacetoxyborohydride in 20 ml THF was stirred at 40° C. for 18 h. After evaporation to dryness the residue was extracted with 3×250 ml ethyl acetate and the combined organic phases were washed with 2×NaHCO3, NaCl aq., dried with MgSO4 and evaporated to yield 1.9 g (83%) of the title compound of orange solid. (m/e): 283.0 (MH+; 100%). Starting materials: CC(C)=CCBr, C1CCOC1, CCN(C(C)C)C(C)C, Cl, CC(C)CC(N)C(=O)NCCCC(c1ccc(F)cc1)c1ccc(F)cc1. Yields the product Cl, CC(C)=CCNC(CC(C)C)C(=O)NCCCC(c1ccc(F)cc1)c1ccc(F)cc1. Reaction SMILES: [Br:38][CH2:39][CH:40]=[C:41]([CH3:42])[CH3:43].[CH2:44]1[O:45][CH2:46][CH2:47][CH2:48]1.[CH:29]([N:30]([CH2:31][CH3:32])[CH:33]([CH3:34])[CH3:35])([CH3:36])[CH3:37].[ClH:1].[F:2][c:3]1[cH:4][cH:5][c:6]([CH:9]([CH2:10][CH2:11][CH2:12][NH:13][C:14]([CH:15]([CH2:16][CH:17]([CH3:18])[CH3:19])[NH2:20])=[O:21])[c:22]2[cH:23][cH:24][c:25]([F:28])[cH:26][cH:27]2)[cH:7][cH:8]1>>[ClH:1].[F:2][c:3]1[cH:4][cH:5][c:6]([CH:9]([CH2:10][CH2:11][CH2:12][NH:13][C:14]([CH:15]([CH2:16][CH:17]([CH3:18])[CH3:19])[NH:20][CH2:39][CH:40]=[C:41]([CH3:42])[CH3:43])=[O:21])[c:22]2[cH:23][cH:24][c:25]([F:28])[cH:26][cH:27]2)[cH:7][cH:8]1. As a reaction SMILES: [CH3:1][N:2]1[CH:6]=[C:5]([CH:7]=O)[CH:4]=[N:3]1.[C:9]([O-])([O-])=O.[K+].[K+].CC(C)(P(=O)([O-])[O-])C(=O)C=[N+]=[N-].I[C:28]1[CH:33]=[CH:32][C:31]([CH:34]([NH:36][C:37]([CH:39]2[CH2:41][CH2:40]2)=[O:38])[CH3:35])=[CH:30][CH:29]=1.CC(N)CC>CO.O.Cl[Pd](Cl)([P](C1C=CC=CC=1)(C1C=CC=CC=1)C1C=CC=CC=1)[P](C1C=CC=CC=1)(C1C=CC=CC=1)C1C=CC=CC=1>[CH3:1][N:2]1[CH:6]=[C:5]([C:7]#[C:9][C:28]2[CH:33]=[CH:32][C:31]([C@@H:34]([NH:36][C:37]([CH:39]3[CH2:41][CH2:40]3)=[O:38])[CH3:35])=[CH:30][CH:29]=2)[CH:4]=[N:3]1 |f:1.2.3,^1:52,71|. The reactants are CN1N=CC(=C1)C=O (1-methyl-1H-pyrazole-4-carbaldehyde), IC1=CC=C(C=C1)C(C)NC(=O)C1CC1 (cyclopropanecarboxylic acid [1-(4-iodo-phenyl)-ethyl]amide), CC(CC)N (2-butylamine), C(=O)([O-])[O-].[K+].[K+] (K2CO3), CC(C(C=[N+]=[N-])=O)(P([O-])([O-])=O)C (dimethyldiazo-2-oxopropylphosphonat). Run in CO (MeOH), O (water), O (water). The product is CN1N=CC(=C1)C#CC1=CC=C(C=C1)[C@H](C)NC(=O)C1CC1 ((S)—N-(1-(4-((1-Methyl-1H-pyrazol-4-yl) ethynyl)phenyl]ethyl}cyclopropanecarboxamide). Reported procedure: To 100 mg (0.91 mmol) 1-methyl-1H-pyrazole-4-carbaldehyde in 1.00 mL MeOH are added 289 mg (2.09 mmol) K2CO3 and finally dropwise 349 mg (1.82 mmol) dimethyldiazo-2-oxopropylphosphonat (in 2.0 mL MeOH).The reaction mixture is stirred at r.t. over night. The reaction is quenched by the addition of water and EtOAc. The organic layer is separated, dried with Na2SO4 and the solvent is removed in vacuo. To the residue is added 286 mg (0.91 mmol) cyclopropanecarboxylic acid [1-(4-iodo-phenyl)-ethyl]am... Reagents/catalysts: Cl[Pd]([P](C1=CC=CC=C1)(C2=CC=CC=C2)C3=CC=CC=C3)([P](C4=CC=CC=C4)(C5=CC=CC=C5)C6=CC=CC=C6)Cl (bis-(triphenylphosphin)-palladiumdichlorid). Reactants: BrC1=CC=C(CBr)C=C1 (4-Bromobenzyl bromide), N1CCOCC1 (morpholine). The solvent is CN(C=O)C (dimethylformamide). The product is BrC1=CC=C(CN2CCOCC2)C=C1 (N-(4-Bromobenzyl)morpholine). RXN SMILES: [Br:1][C:2]1[CH:9]=[CH:8][C:5]([CH2:6]Br)=[CH:4][CH:3]=1.[NH:10]1[CH2:15][CH2:14][O:13][CH2:12][CH2:11]1>CN(C)C=O>[Br:1][C:2]1[CH:9]=[CH:8][C:5]([CH2:6][N:10]2[CH2:15][CH2:14][O:13][CH2:12][CH2:11]2)=[CH:4][CH:3]=1. Reported procedure: 4-Bromobenzyl bromide (2.0 g) and morpholine (1.39 ml) were stirred in dimethylformamide (25 ml) for 18 h. The mixture was partitioned between diethyl ether (50 ml) and water (80 ml). The aqueous phase was extracted further with ether (50 ml) and the combined organics were washed with water (80 ml), dried (magnesium sulphate) and evaporated. The residue was purified by column chromatography, eluting with a gradient of ethyl acetate/iso-hexane; 0/100 to 50/50, to give the product as a white cryst... Starting materials: ice water, NC1=C(C=CC=C1)CC(NC)C=1SC=CC1C (2-amino-N-methyl-α-(3-methyl-2-thienyl)benzeneethanamine), C(C)(=O)OC(C)=O (acetic anhydride). Solvent: N1=CC=CC=C1 (pyridine). Conditions: time 3 hour. Yields the product C(C)(=O)N(C(CC1=C(C=CC=C1)N)C=1SC=CC1C)C (N-acetyl-2-amino-N-methyl-α-(3-methyl-2-thienyl)benzeneethanamine). The yield is 50.5%. Reaction SMILES: [NH2:1][C:2]1[CH:7]=[CH:6][CH:5]=[CH:4][C:3]=1[CH2:8][CH:9]([C:12]1[S:13][CH:14]=[CH:15][C:16]=1[CH3:17])[NH:10][CH3:11].C(O[C:22](=[O:24])[CH3:23])(=O)C>N1C=CC=CC=1>[C:22]([N:10]([CH3:11])[CH:9]([C:12]1[S:13][CH:14]=[CH:15][C:16]=1[CH3:17])[CH2:8][C:3]1[CH:4]=[CH:5][CH:6]=[CH:7][C:2]=1[NH2:1])(=[O:24])[CH3:23]. Procedure details: A stirred, ice water chilled solution of 5.07 g of 2-amino-N-methyl-α-(3-methyl-2-thienyl)benzeneethanamine in 40 ml of pyridine was treated dropwise with 2.25 g of acetic anhydride. The solution was stirred with cooling for 15 minutes and then at room temperature for 3 hours. After standing overnight, the reaction mixture was decanted into water (200 ml), treated with dichloromethane (100 ml) and basified with 10% sodium hydroxide solution. The aqueous phase was extacted with dichloromethane (1... Reactants: ON=C(C1=C(C=C(C=C1)C)C(F)(F)F)N (N′-Hydroxy-4-methyl-2-(trifluoromethyl)benzimidamide), C1(=CC=CC=C1)C=1C(=NOC1C1=CC=CC=C1)C(=O)O (4,5-diphenylisoxazole-3-carboxylic acid), C(CCl)Cl (EDC), C=1C=CC2=C(C1)N=NN2O (HOBT). Run in CN(C=O)C (dimethylformamide). Run at time 30 minute. Yields the product C1(=CC=CC=C1)C=1C(=NOC1C1=CC=CC=C1)C1=NC(=NO1)C1=C(C=C(C=C1)C)C(F)(F)F (5-(4,5-diphenylisoxazol-3-yl)-3-(4-methyl-2-(trifluoromethyl)phenyl)-1,2,4-oxadiazole). The yield is 29.3%. RXN SMILES: [C:1]1([C:7]2[C:8]([C:18](O)=O)=[N:9][O:10][C:11]=2[C:12]2[CH:17]=[CH:16][CH:15]=[CH:14][CH:13]=2)[CH:6]=[CH:5][CH:4]=[CH:3][CH:2]=1.C(Cl)CCl.C1C=CC2N(O)N=NC=2C=1.[OH:35][N:36]=[C:37]([NH2:49])[C:38]1[CH:43]=[CH:42][C:41]([CH3:44])=[CH:40][C:39]=1[C:45]([F:48])([F:47])[F:46]>CN(C)C=O>[C:1]1([C:7]2[C:8]([C:18]3[O:35][N:36]=[C:37]([C:38]4[CH:43]=[CH:42][C:41]([CH3:44])=[CH:40][C:39]=4[C:45]([F:47])([F:46])[F:48])[N:49]=3)=[N:9][O:10][C:11]=2[C:12]2[CH:13]=[CH:14][CH:15]=[CH:16][CH:17]=2)[CH:6]=[CH:5][CH:4]=[CH:3][CH:2]=1. Procedure: A 2 dram reaction vial containing a stir bar was charged with 4,5-diphenylisoxazole-3-carboxylic acid (17-B, 48.6 mg, 0.183 mmol), EDC (43.9 mg, 0.229 mmol), HOBT (35.1 mg, 0.229 mmol), and dimethylformamide (1 mL). The vial was flushed with dry nitrogen, sealed, and the reaction was stirred at room temperature for 30 minutes. N′-Hydroxy-4-methyl-2-(trifluoromethyl)benzimidamide (40.0 mg, 0.183 mmol) was introduced. The vial was flushed with dry nitrogen, sealed, stirred at room temperature for ... Reactants: C([O-])(O)=O.[Na+] (Sodium bicarbonate), C(C1=CC=CC=C1)OC(=O)Cl (benzyloxycarbonyl chloride), resultant mixture, C(C1=CC=CC=C1)OC(=O)Cl (benzyloxycarbonyl chloride), C([O-])(O)=O.[Na+] (Sodium bicarbonate), O[C@@H]1C[C@H](NC1)C(=O)O (trans-4-hydroxy-L-proline). Run in C1(=CC=CC=C1)C (toluene), O (water). Conditions: temperature 28 celsius, time 3 hour. Yields the product C(C1=CC=CC=C1)OC(=O)N1[C@H](C(=O)O)C[C@H](C1)O (trans-1-benzyloxycarbonyl-4-hydroxy-L-proline). Reaction SMILES: C(=O)(O)[O-].[Na+].[OH:6][C@H:7]1[CH2:11][NH:10][C@H:9]([C:12]([OH:14])=[O:13])[CH2:8]1.[CH2:15]([O:22][C:23](Cl)=[O:24])[C:16]1[CH:21]=[CH:20][CH:19]=[CH:18][CH:17]=1>O.C1(C)C=CC=CC=1>[CH2:15]([O:22][C:23]([N:10]1[CH2:11][C@H:7]([OH:6])[CH2:8][C@H:9]1[C:12]([OH:14])=[O:13])=[O:24])[C:16]1[CH:21]=[CH:20][CH:19]=[CH:18][CH:17]=1 |f:0.1|. Procedure details: Sodium bicarbonate (131.04 g) was dissolved in water (1040 ml), and trans-4-hydroxy-L-proline (78.6 g) was added thereto. To the resultant mixture, a solution of benzyloxycarbonyl chloride (72 ml) in dry toluene (320 ml) was added, and the mixture was stirred at an inner temperature of 28° C. for 3 hours. Sodium bicarbonate (65.52 g) and benzyloxycarbonyl chloride (72 ml) were additionally added thereto, and stirring was continued at the same temperature for 2 hours. The reaction mixture was was...